Dataset: the Open Reaction Database (ORD), a public repository of structured organic reaction records. Task: describe an organic reaction: reactants, conditions, products, and yield Starting materials: C(C)OC(N(CC=1C=NC(=CC1)C)C1=C(C(=NC(=C1)C=C)N)[N+](=O)[O-])=O ((2-Amino-3-nitro-6-vinyl-pyridin-4-yl)-(6-methyl-pyridin-3-ylmethyl)-carbamic acid ethyl ester), I(=O)(=O)(=O)[O-].[Na+] (sodium metaperiodate). Reagents/catalysts: [Os](=O)(=O)(=O)=O (osmium tetroxide). Run in CC(=O)C (acetone), O (water). Run at time 5 minute. The product is C(C)OC(N(CC=1C=NC(=CC1)C)C1=C(C(=NC(=C1)C=O)N)[N+](=O)[O-])=O ((2-Amino-6-formyl-3-nitro-pyridin-4-yl)-(6-methyl-pyridin-3-ylmethyl)-carbamic acid ethyl ester). Yield: 81.1%. RXN SMILES: [CH2:1]([O:3][C:4](=[O:26])[N:5]([C:14]1[CH:19]=[C:18]([CH:20]=C)[N:17]=[C:16]([NH2:22])[C:15]=1[N+:23]([O-:25])=[O:24])[CH2:6][C:7]1[CH:8]=[N:9][C:10]([CH3:13])=[CH:11][CH:12]=1)[CH3:2].I([O-])(=O)(=O)=[O:28].[Na+]>CC(C)=O.O.[Os](=O)(=O)(=O)=O>[CH2:1]([O:3][C:4](=[O:26])[N:5]([C:14]1[CH:19]=[C:18]([CH:20]=[O:28])[N:17]=[C:16]([NH2:22])[C:15]=1[N+:23]([O-:25])=[O:24])[CH2:6][C:7]1[CH:8]=[N:9][C:10]([CH3:13])=[CH:11][CH:12]=1)[CH3:2] |f:1.2|. Procedure details: (2-Amino-3-nitro-6-vinyl-pyridin-4-yl)-(6-methyl-pyridin-3-ylmethyl)-carbamic acid ethyl ester (270 mgs/0.755 mmols) was dissolved in acetone (5 mls)/water (5 mls) and osmium tetroxide (2.5% wt in tBuOH) (0.10 mls/0.008 mmols) was added. Stirred for 5 mins to give brown solution then added sodium metaperiodate (500 mgs/3.47 mmols). Orange suspension stirred for 1 hour. Partitioned between EtOAc (100 mls) and sodium thiosulfate pentahydrate (20% wt in H2O) (50 mls). Organic collected, washed with... Starting materials: CC(=O)O[C@H]1CO[C@H]2[C@@H]1OC[C@H]2O (isosorbide-2-acetate), [N+](=O)(O)[O-] (nitric acid), C([O-])([O-])=O.[K+].[K+] (potassium carbonate). Solvent: C(C)(=O)O (acetic acid), C(C)(=O)OC(C)=O (acetic acid anhydride), CO (methanol). Product: C1[C@@H]([C@@H]2[C@H](O1)[C@@H](CO2)O[N+](=O)[O-])O (isosorbide-5-nitrate). RXN SMILES: CC([O:4][C@@H:5]1[C@H:9]2[O:10][CH2:11][C@@H:12]([OH:13])[C@H:8]2[O:7][CH2:6]1)=O.[N+:14]([O-])([OH:16])=[O:15].C(=O)([O-])[O-].[K+].[K+]>C(O)(=O)C.C(OC(=O)C)(=O)C.CO>[CH2:11]1[O:10][C@@H:9]2[C@H:5]([O:4][N+:14]([O-:16])=[O:15])[CH2:6][O:7][C@@H:8]2[C@H:12]1[OH:13] |f:2.3.4|. Reported procedure: For this isosorbide-2-acetate is for example firstly nitrated with nitric acid in glacial acetic acid or acetic acid anhydride and subsequently the acetate group is cleaved off with potassium carbonate in methanol. In this process isosorbide-5-nitrate is obtained in an isomerically pure form and in excellent yield (FIG. 1). Reactants: C(C)(=O)O[C@@H]1[C@@H]([C@H](C[C@H]1N1C=NC2=C1C=C(C(=C2)Cl)Cl)COC(C)=O)OC(C)=O ((1S, 2R, 3R, 5R)-3-(Acetoxymethyl)-5-(5,6-dichloro-1H-benzimidazol-1-yl)-1,2-cyclopentanediyl diacetate), C([O-])([O-])=O.[Na+].[Na+] (sodium carbonate), C(C)O (ethanol), CO (methanol). The solvent is O (water), C(C)(=O)O (acetic acid). Yields the product ClC1=CC2=C(N(C=N2)[C@@H]2C[C@@H]([C@H]([C@H]2O)O)CO)C=C1Cl ((1S, 2R, 3R, 5R)-5-(5,6-dichloro-1H-benzimidazol-1-yl)-3-(hydroxymethyl)-1,2-cyclopentanediol). Yield: 59.3%. As a reaction SMILES: C([O:4][C@H:5]1[C@H:9]([N:10]2[C:14]3[CH:15]=[C:16]([Cl:20])[C:17]([Cl:19])=[CH:18][C:13]=3[N:12]=[CH:11]2)[CH2:8][C@H:7]([CH2:21][O:22]C(=O)C)[C@H:6]1[O:26]C(=O)C)(=O)C.C(=O)([O-])[O-].[Na+].[Na+].C(O)C.CO>O.C(O)(=O)C>[Cl:19][C:17]1[C:16]([Cl:20])=[CH:15][C:14]2[N:10]([C@H:9]3[C@H:5]([OH:4])[C@H:6]([OH:26])[C@@H:7]([CH2:21][OH:22])[CH2:8]3)[CH:11]=[N:12][C:13]=2[CH:18]=1 |f:1.2.3|. Procedure: (1S, 2R, 3R, 5R)-3-(Acetoxymethyl)-5-(5,6-dichloro-1H-benzimidazol-1-yl)-1,2-cyclopentanediyl diacetate (0.96 g, 2.17 mmol) and sodium carbonate (0.230 g, 2.17 mmol) were stirred in water (3 mL)-ethanol(15 mL)-methanol(15 mL) at ambient temperature for 24 hours. The pH was adjusted to 7 with acetic acid and the volatiles removed in vacuo. The residual solid was slurried in water (25 mL) and filtered. Resolidification from 2:1 ethanol-methanol gave (1S, 2R, 3R, 5R)-5-(5,6-dichloro-1H-benzimidazol... Starting materials: O=C(Cl)c1cc([N+](=O)[O-])ccc1F, Nc1cc(C(F)(F)F)ccc1O. The product is O=C(Nc1cc(C(F)(F)F)ccc1O)c1cc([N+](=O)[O-])ccc1F. As a reaction SMILES: [F:13][c:14]1[c:15]([C:16](=[O:17])[Cl:18])[cH:19][c:20]([N+:23](=[O:24])[O-:25])[cH:21][cH:22]1.[NH2:1][c:2]1[c:3]([OH:12])[cH:4][cH:5][c:6]([C:8]([F:9])([F:10])[F:11])[cH:7]1>>[NH:1]([c:2]1[c:3]([OH:12])[cH:4][cH:5][c:6]([C:8]([F:9])([F:10])[F:11])[cH:7]1)[C:16]([c:15]1[c:14]([F:13])[cH:22][cH:21][c:20]([N+:23](=[O:24])[O-:25])[cH:19]1)=[O:17]. Reactants: O=[N+]([O-])c1cc(Br)ccc1F, CCO, NCC1CC1, CCN(C(C)C)C(C)C. Yields the product O=[N+]([O-])c1cc(Br)ccc1NCC1CC1. RXN SMILES: [Br:1][c:2]1[cH:3][c:4]([N+:9](=[O:10])[O-:11])[c:5]([F:8])[cH:6][cH:7]1.[CH3:26][CH2:27][OH:28].[CH:12]1([CH2:15][NH2:16])[CH2:13][CH2:14]1.[CH:17]([N:18]([CH2:19][CH3:20])[CH:21]([CH3:22])[CH3:23])([CH3:24])[CH3:25]>>[Br:1][c:2]1[cH:3][c:4]([N+:9](=[O:10])[O-:11])[c:5]([NH:16][CH2:15][CH:12]2[CH2:13][CH2:14]2)[cH:6][cH:7]1. Product: COc1ccc2c(Nc3ccc(C#N)cc3)nc(Nc3cc(C)[nH]n3)cc2c1. The reactants are O=C([O-])[O-], C1COCCO1, CN1CCCC1=O, COc1ccc2c(Cl)nc(Nc3cc(C)[nH]n3)cc2c1, [Cs+], [Cs+], N#Cc1ccc(N)cc1, CC(=O)[O-], CC(=O)[O-], [Pd+2]. Reaction SMILES: [C:30](=[O:31])([O-:32])[O-:33].[CH2:36]1[O:37][CH2:38][CH2:39][O:40][CH2:41]1.[CH3:51][N:52]1[CH2:53][CH2:54][CH2:55][C:56]1=[O:57].[Cl:1][c:2]1[n:3][c:4]([NH:14][c:15]2[n:16][nH:17][c:18]([CH3:20])[cH:19]2)[cH:5][c:6]2[cH:7][c:8]([O:12][CH3:13])[cH:9][cH:10][c:11]12.[Cs+:34].[Cs+:35].[NH2:21][c:22]1[cH:23][cH:24][c:25]([C:26]#[N:27])[cH:28][cH:29]1.[O-:43][C:44]([CH3:45])=[O:46].[O-:47][C:48]([CH3:49])=[O:50].[Pd+2:42]>>[c:2]1([NH:21][c:22]2[cH:23][cH:24][c:25]([C:26]#[N:27])[cH:28][cH:29]2)[n:3][c:4]([NH:14][c:15]2[n:16][nH:17][c:18]([CH3:20])[cH:19]2)[cH:5][c:6]2[cH:7][c:8]([O:12][CH3:13])[cH:9][cH:10][c:11]12.